Task: describe an organic reaction: reactants, conditions, products, and yield. Dataset: the Open Reaction Database (ORD), a public repository of structured organic reaction records Starting materials: COC(=O)C(CO[Si](c1ccccc1)(c1ccccc1)C(C)(C)C)N=C=S, C1CCOC1, O, OC1CNC1. Yields the product COC(=O)C(CO[Si](c1ccccc1)(c1ccccc1)C(C)(C)C)NC(=S)N1CC(O)C1. As a reaction SMILES: [CH3:1][O:2][C:3]([CH:4]([CH2:5][O:6][Si:7]([c:8]1[cH:9][cH:10][cH:11][cH:12][cH:13]1)([c:14]1[cH:15][cH:16][cH:17][cH:18][cH:19]1)[C:20]([CH3:21])([CH3:22])[CH3:23])[N:24]=[C:25]=[S:26])=[O:27].[O:33]1[CH2:34][CH2:35][CH2:36][CH2:37]1.[OH2:38].[OH:28][CH:29]1[CH2:30][NH:31][CH2:32]1>>[CH3:1][O:2][C:3]([CH:4]([CH2:5][O:6][Si:7]([c:8]1[cH:9][cH:10][cH:11][cH:12][cH:13]1)([c:14]1[cH:15][cH:16][cH:17][cH:18][cH:19]1)[C:20]([CH3:21])([CH3:22])[CH3:23])[NH:24][C:25](=[S:26])[N:31]1[CH2:30][CH:29]([OH:28])[CH2:32]1)=[O:27]. Starting materials: CO, O=C1Cc2c(cccc2[N+](=O)[O-])N1. The product is Nc1cccc2c1CC(=O)N2. Reaction SMILES: [CH3:14][OH:15].[N+:1]([O-:2])(=[O:3])[c:4]1[c:5]2[c:9]([cH:10][cH:11][cH:12]1)[NH:8][C:7](=[O:13])[CH2:6]2>>[NH2:1][c:4]1[c:5]2[c:9]([cH:10][cH:11][cH:12]1)[NH:8][C:7](=[O:13])[CH2:6]2. Yields the product CCOC(=O)CCc1c(C=C2C(=O)Nc3ccccc32)[nH]c2c1C(=O)CCC2. Reaction SMILES: [CH2:1]([CH3:2])[O:3][C:4]([CH2:5][CH2:6][c:7]1[c:8]([CH:17]=[O:18])[nH:9][c:10]2[c:15]1[C:14](=[O:16])[CH2:13][CH2:12][CH2:11]2)=[O:19].[CH2:30]1[CH2:31][CH2:32][NH:33][CH2:34][CH2:35]1.[CH3:36][CH2:37][OH:38].[O:20]=[C:21]1[CH2:22][c:23]2[cH:24][cH:25][cH:26][cH:27][c:28]2[NH:29]1>>[CH2:1]([CH3:2])[O:3][C:4]([CH2:5][CH2:6][c:7]1[c:8]([CH:17]=[C:22]2[C:21](=[O:20])[NH:29][c:28]3[c:23]2[cH:24][cH:25][cH:26][cH:27]3)[nH:9][c:10]2[c:15]1[C:14](=[O:16])[CH2:13][CH2:12][CH2:11]2)=[O:19]. Reactants: CCOC(=O)CCc1c(C=O)[nH]c2c1C(=O)CCC2, C1CCNCC1, CCO, O=C1Cc2ccccc2N1.